This data is from the Open Reaction Database (ORD), a public repository of structured organic reaction records. The task is: describe an organic reaction: reactants, conditions, products, and yield Reactants: CCO, CN(C)C=O, CCCc1c(OCCCOc2ccc([N+](=O)[O-])cc2)ccc(C(C)=O)c1O. Product: CCCc1c(OCCCOc2ccc(N)cc2)ccc(C(C)=O)c1O. As a reaction SMILES: [CH3:28][CH2:29][OH:30].[CH3:31][N:32]([CH3:33])[CH:34]=[O:35].[OH:1][c:2]1[c:3]([C:25]([CH3:26])=[O:27])[cH:4][cH:5][c:6]([O:11][CH2:12][CH2:13][CH2:14][O:15][c:16]2[cH:17][cH:18][c:19]([N+:22]([O-:23])=[O:24])[cH:20][cH:21]2)[c:7]1[CH2:8][CH2:9][CH3:10]>>[OH:1][c:2]1[c:3]([C:25]([CH3:26])=[O:27])[cH:4][cH:5][c:6]([O:11][CH2:12][CH2:13][CH2:14][O:15][c:16]2[cH:17][cH:18][c:19]([NH2:22])[cH:20][cH:21]2)[c:7]1[CH2:8][CH2:9][CH3:10]. The solvent is C(C)OCC (diethyl ether). Starting materials: C(C)(C)(C)OC(C(C)(C)SC=1SC=C(N1)CCNC1=NC=C(C=N1)CC)=O (2-[(4-{2-[(5-ethylpyrimidin-2-yl)amino]ethyl}-1,3-thiazol-2-yl)thio]-2-methylpropionic acid tert-butyl ester), ICCCCC (1-iodopentane), Br.C(C)(=O)O (hydrobromic acid acetic acid). RXN SMILES: C([O:5][C:6](=[O:27])[C:7]([S:10][C:11]1[S:12][CH:13]=[C:14]([CH2:16][CH2:17][NH:18][C:19]2[N:24]=[CH:23][C:22]([CH2:25][CH3:26])=[CH:21][N:20]=2)[N:15]=1)([CH3:9])[CH3:8])(C)(C)C.I[CH2:29][CH2:30][CH2:31][CH2:32][CH3:33].[BrH:34].C(O)(=O)C>C(OCC)C>[BrH:34].[CH2:25]([C:22]1[CH:23]=[N:24][C:19]([N:18]([CH2:29][CH2:30][CH2:31][CH2:32][CH3:33])[CH2:17][CH2:16][C:14]2[N:15]=[C:11]([S:10][C:7]([CH3:8])([CH3:9])[C:6]([OH:5])=[O:27])[S:12][CH:13]=2)=[N:20][CH:21]=1)[CH3:26] |f:2.3,5.6|. Reported procedure: A compound obtained using 2-[(4-{2-[(5-Ethylpyrimidin-2-yl)amino]ethyl}-1,3-thiazol-2-yl)thio]-2-methylpropionic acid tert-butyl ester synthesized in Example 265-1 and 1-iodopentane as starting materials, and by an operation similar to that of Example 326 was dissolved in diethyl ether, and reacted with 30% hydrobromic acid-acetic acid to give the title compound. Yields the product Br.C(C)C=1C=NC(=NC1)N(CCC=1N=C(SC1)SC(C(=O)O)(C)C)CCCCC (2-[(4-{2-[(5-ethylpyrimidin-2-yl)(pentyl)amino]ethyl}-1,3-thiazol-2-yl)thio]-2-methylpropionic acid hydrogen bromide). Starting materials: CSC1=NN2C(C=N1)=C(C=C2)OCOCC[Si](C)(C)C (2-Methylsulfanyl-5-(2-trimethylsilanyl-ethoxymethoxy)-pyrrolo[2,1-f][1,2,4]triazine), CO (Methanol), BrN1C(CCC1=O)=O (N-Bromosuccinimide). Solvent: O1CCCC1 (Tetrahydrofuran), C1CCOC1 (THF). The product is BrC1=CC(=C2C=NC(=NN21)SC)OCOCC[Si](C)(C)C (7-Bromo-2-methylsulfanyl-5-(2-trimethylsilanyl-ethoxymethoxy)-pyrrolo[2,1-f][1,2,4]triazine). Yield: 83.6%. RXN SMILES: [CH3:1][S:2][C:3]1[N:8]=[CH:7][C:6]2=[C:9]([O:12][CH2:13][O:14][CH2:15][CH2:16][Si:17]([CH3:20])([CH3:19])[CH3:18])[CH:10]=[CH:11][N:5]2[N:4]=1.CO.[Br:23]N1C(=O)CCC1=O>C1COCC1>[Br:23][C:11]1[N:5]2[C:6]([CH:7]=[N:8][C:3]([S:2][CH3:1])=[N:4]2)=[C:9]([O:12][CH2:13][O:14][CH2:15][CH2:16][Si:17]([CH3:19])([CH3:18])[CH3:20])[CH:10]=1. Reported procedure: Into a 1-Neck round-bottom flask, 2-Methylsulfanyl-5-(2-trimethylsilanyl-ethoxymethoxy)-pyrrolo[2,1-f][1,2,4]triazine (1.05 g, 3.37 mmol), Tetrahydrofuran (50 mL) and Methanol (25 mL) were added and stirred at room temperature. N-Bromosuccinimide (0.630 g, 3.54 mmol) in THF (20 mL) was added to the reaction mixture . The reaction was stirred at room temperature for 2 hours. LCMS suggested no SM. The solvent was removed under vacuum. The reaction was partitioned with water and Et2O. The organic w... Starting materials: O=C(NC=1C=CC=CC1Cl)C. Reagents/catalysts: O=S(=O)([O-])CC=1C=NC(=CC1)C2=NC=C(C=C2)C.CCCC[N+](CCCC)(CCCC)CCCC, O1B(OC(C)(C)C1(C)C)B2OC(C)(C)C(O2)(C)C, C[OH2+].C[OH2+].C1CC=CCCC=C1.C1CC=CCCC=C1.[Ir].[Ir]. Solvent: O1CCCC1. Conditions: temperature 50 celsius, time 20 hour. The product is O=C(NC1=CC=C(C=C1Cl)B2OC(C)(C)C(O2)(C)C)C, O=C(NC1=CC(=CC=C1Cl)B2OC(C)(C)C(O2)(C)C)C. The yield is 35.0%. Procedure: Following general procedure F using 2‐chloroacetanilide (42.4 mg, 0.25 mmol), B2pin2 (127 mg, 0.50 mmol), [Ir(COD)OMe]2 (2.5 mg, 0.00375 mmol) and 1a (3.8 mg, 0.0075 mmol) in THF (1.25 mL). The reaction was stirred at 50 °C for 20 hours before cooling and the solvents removed. Analysis of crude 1 H NMR using internalstandard 1,2‐dimethoxyethane showed 1:1.1 meta:para borylation in 74% yield. The crude product was purified by silica gel chromatography (Pet. Ether (40‐60):EtOAc (19:1‐6:4) to give ... Starting materials: O=[O+][O-] (Ozone), C(C=C)C1=C(C(C(=O)OC)=CC=C1)O (methyl 3-allyl-salicylate). Reaction conditions: time 18 hour. Product: O1C=CC2=C1C(=CC=C2)C(=O)OC (Methyl benzofuran-7-carboxylate). Isolated yield 43.7%. RXN SMILES: O=[O+][O-].[CH2:4]([C:7]1[CH:16]=[CH:15][CH:14]=[C:9]([C:10]([O:12][CH3:13])=[O:11])[C:8]=1[OH:17])[CH:5]=C>>[O:17]1[C:8]2[C:9]([C:10]([O:12][CH3:13])=[O:11])=[CH:14][CH:15]=[CH:16][C:7]=2[CH:4]=[CH:5]1. Reported procedure: Ozone was bubbled through a solution of methyl 3-allyl-salicylate (30 g, 156 mmol) at -78° C. for 2 hr until no starting material was present on TLC. The reaction was quenched with dimethyl sulfide and stirred at room temperature for 18 hr. The mixture was concentrated in vacuo, and the residue was dissolved in ether. The ether solution was washed with brine three times, and then concentrated in vacuo to a green oil. This oil was dissolved in toluene and heated to reflux with sulfuric acid (0.5 ... Reactants: ClC1=C(C=C(C=C1)[C@@H]1O[C@@H]([C@H]([C@@H]([C@H]1OCC1=CC=CC=C1)OCC1=CC=CC=C1)OCC1=CC=CC=C1)COCC1=CC=CC=C1)CC(NN)=N (2-(2-Chloro-5-((2S,3S,4R,5R,6R)-3,4,5-tris(benzyloxy)-6-(benzyloxymethyl)tetrahydro-2H-pyran-2-yl)phenyl)acetimidohydrazide), ClC1=C(C=C(C=C1)[C@@H]1O[C@@H]([C@H]([C@@H]([C@H]1OCC1=CC=CC=C1)OCC1=CC=CC=C1)OCC1=CC=CC=C1)COCC1=CC=CC=C1)CC(NN)=N (2-(2-Chloro-5-((2S,3S,4R,5R,6R)-3,4,5-tris(benzyloxy)-6-(benzyloxymethyl)tetrahydro-2H-pyran-2-yl)phenyl)acetimidohydrazide), C(=O)C=O (glyoxal). Run in CCO (EtOH). Reaction conditions: time 3 hour. Product: C([C@@H]1[C@H]([C@@H]([C@H](C(=O)O1)O)O)O)O (gluconolactone). The yield is 60.0%. As a reaction SMILES: ClC1C=CC([C@H:8]2[C@H:13]([O:14]CC3C=CC=CC=3)[C@@H:12]([O:22]CC3C=CC=CC=3)[C@H:11]([O:30]CC3C=CC=CC=3)[C@@H:10]([CH2:38][O:39]CC3C=CC=CC=3)[O:9]2)=CC=1CC(=N)NN.C(C=O)=[O:53]>CCO>[CH2:38]([OH:39])[C@H:10]1[O:9][C:8](=[O:53])[C@H:13]([OH:14])[C@@H:12]([OH:22])[C@@H:11]1[OH:30]. Procedure: 2-(2-Chloro-5-((2S,3S,4R,5R,6R)-3,4,5-tris(benzyloxy)-6-(benzyloxymethyl)tetrahydro-2H-pyran-2-yl)phenyl)acetimidohydrazide (compound 45, crude 1 g from step 1) in EtOH (30 ml) reacted with glyoxal (5 ml, 30% in water) at 0° C., and allowed to warm up at room temperature. After the reaction mixture was stirred for 3 hours, it was evaporated under reduced pressure to remove volatile compounds. The residue was purified with silica gel (Hx/EtOAc=⅓) to provided title compound (324 mg, 60% overall yi... Reactants: Brc1ccncc1, Cl, OB(O)c1ccccc1F, [Na+], [Na+], O=C([O-])[O-], C1CCOC1, c1ccc(P(c2ccccc2)(c2ccccc2)[Pd](P(c2ccccc2)(c2ccccc2)c2ccccc2)(P(c2ccccc2)(c2ccccc2)c2ccccc2)P(c2ccccc2)(c2ccccc2)c2ccccc2)cc1. Product: Fc1ccccc1-c1ccncc1. Reaction SMILES: [Br:2][c:3]1[cH:4][cH:5][n:6][cH:7][cH:8]1.[ClH:1].[F:9][c:10]1[c:11]([B:16]([OH:17])[OH:18])[cH:12][cH:13][cH:14][cH:15]1.[Na+:24].[Na+:25].[O-:26][C:27](=[O:28])[O-:29].[O:19]1[CH2:20][CH2:21][CH2:22][CH2:23]1.[cH:30]1[cH:31][cH:32][c:33]([P:34]([Pd:35]([P:36]([c:37]2[cH:38][cH:39][cH:40][cH:41][cH:42]2)([c:43]2[cH:44][cH:45][cH:46][cH:47][cH:48]2)[c:49]2[cH:50][cH:51][cH:52][cH:53][cH:54]2)([P:55]([c:56]2[cH:57][cH:58][cH:59][cH:60][cH:61]2)([c:62]2[cH:63][cH:64][cH:65][cH:66][cH:67]2)[c:68]2[cH:69][cH:70][cH:71][cH:72][cH:73]2)[P:74]([c:75]2[cH:76][cH:77][cH:78][cH:79][cH:80]2)([c:81]2[cH:82][cH:83][cH:84][cH:85][cH:86]2)[c:87]2[cH:88][cH:89][cH:90][cH:91][cH:92]2)([c:93]2[cH:94][cH:95][cH:96][cH:97][cH:98]2)[c:99]2[cH:100][cH:101][cH:102][cH:103][cH:104]2)[cH:105][cH:106]1>>[c:3]1(-[c:11]2[c:10]([F:9])[cH:15][cH:14][cH:13][cH:12]2)[cH:4][cH:5][n:6][cH:7][cH:8]1.